This data is from the Open Reaction Database (ORD), a public repository of structured organic reaction records. The task is: describe an organic reaction: reactants, conditions, products, and yield Reactants: ClC1=C2NC=NC2=NC=N1 (6-chloropurine), BrC=1C=C(N)C=CC1 (3-bromoaniline). Reagents/catalysts: Cl (HCl). The solvent is C(C)(C)O (isopropanol). Run at temperature 80 celsius, time 5 hour. Yields the product BrC=1C=C(C=CC1)NC1=C2NC=NC2=NC=N1 (N6-(3-bromophenyl)adenine). Isolated yield 102.8%. RXN SMILES: Cl[C:2]1[N:10]=[CH:9][N:8]=[C:7]2[C:3]=1[NH:4][CH:5]=[N:6]2.[Br:11][C:12]1[CH:13]=[C:14]([CH:16]=[CH:17][CH:18]=1)[NH2:15]>Cl.C(O)(C)C>[Br:11][C:12]1[CH:13]=[C:14]([NH:15][C:2]2[N:10]=[CH:9][N:8]=[C:7]3[C:3]=2[NH:4][CH:5]=[N:6]3)[CH:16]=[CH:17][CH:18]=1. Procedure: A mixture of 6-chloropurine (1.0 g, 6.47 mmol), 3-bromoaniline (0.78 mL, 7.12 mmol), and conc HCl (4 drops) in isopropanol (10 mL) is stirred at 80° C. for 5 h. Upon cooling, it precipitates. The solid is filtered and washed with isopropanol and air dried to yield N6-(3-bromophenyl)adenine (1.93 g, 91%) as a light yellow solid. 1H NMR (DMSO) δ 11.38 (1H, s), 8.78 (1H, s), 8.75 (1H, 5), 7.90 (1H, d, J=8.0 Hz), 7.38-7.34 (2H, m)